This data is from the Open Reaction Database (ORD), a public repository of structured organic reaction records. The task is: describe an organic reaction: reactants, conditions, products, and yield Starting materials: C(=O)(O)[O-].[Na+] (NaHCO3), BrC1=CC(=C(C(=O)OC)C=C1S(=O)(=O)C)C (methyl 4-bromo-5-methylsulfonyl-2-methylbenzoate), C1(=CC=CC=C1)O (phenol), C(=O)([O-])[O-].[Cs+].[Cs+] (Cs2CO3). Run in O (water), CN1C(CCC1)=O (N-methylpyrrolidone). Reaction conditions: temperature 160 celsius, time 4 hour. Yields the product O(C1=CC=CC=C1)C1=CC(=C(C(=O)O)C=C1S(=O)(=O)C)C (4-Phenoxy-5-methylsulfonyl-2-methylbenzoic acid). Yield: 74.2%. Reaction SMILES: Br[C:2]1[C:11]([S:12]([CH3:15])(=[O:14])=[O:13])=[CH:10][C:5]([C:6]([O:8]C)=[O:7])=[C:4]([CH3:16])[CH:3]=1.[C:17]1([OH:23])[CH:22]=[CH:21][CH:20]=[CH:19][CH:18]=1.C([O-])([O-])=O.[Cs+].[Cs+].C([O-])(O)=O.[Na+]>CN1CCCC1=O.O>[O:23]([C:2]1[C:11]([S:12]([CH3:15])(=[O:14])=[O:13])=[CH:10][C:5]([C:6]([OH:8])=[O:7])=[C:4]([CH3:16])[CH:3]=1)[C:17]1[CH:22]=[CH:21][CH:20]=[CH:19][CH:18]=1 |f:2.3.4,5.6|. Procedure details: 2.5 g of methyl 4-bromo-5-methylsulfonyl-2-methylbenzoate, 0.94 g of phenol and 7.8 g of Cs2CO3 were dissolved in 40 ml of N-methylpyrrolidone and stirred at 160° C. for 4 h. The reaction mixture was poured onto 100 ml of a saturated aqueous NaHCO3 solution and 100 ml of water and extracted 5 times with 100 ml of EA each time. The aqueous phase was slowly adjusted to pH=2-3 using 6 N aqueous HCl solution and again extracted 5 times with 100 ml of EA each time. The organic phase was dried over Na... The reactants are C(C)(=O)C=1C(N(C2=NC(=C(C=C2C1NC(C)=O)C1=CC=C(C=C1)Cl)C1=C(C=C(C=C1)Cl)Cl)C)=O (N-[3-Acetyl-6-(4-chlorophenyl)-7-(2,4-dichlorophenyl)-1-methyl-2-oxo-1,2-dihydro-1,8-naphthyridin-4-yl]acetamide), Cl (HCl), Cl (HCl). Solvent: CCOC(=O)C (EtOAc), O1CCOCC1 (1,4-dioxane). Conditions: temperature 50 celsius, time 5 hour. The product is C(C)(=O)C=1C(N(C2=NC(=C(C=C2C1N)C1=CC=C(C=C1)Cl)C1=C(C=C(C=C1)Cl)Cl)C)=O (3-Acetyl-4-amino-6-(4-chlorophenyl)-7-(2,4-dichlorophenyl)-1-methyl-1,8-naphthyridin-2(1H)-one). RXN SMILES: [C:1]([C:4]1[C:5](=[O:34])[N:6]([CH3:33])[C:7]2[C:12]([C:13]=1[NH:14]C(=O)C)=[CH:11][C:10]([C:18]1[CH:23]=[CH:22][C:21]([Cl:24])=[CH:20][CH:19]=1)=[C:9]([C:25]1[CH:30]=[CH:29][C:28]([Cl:31])=[CH:27][C:26]=1[Cl:32])[N:8]=2)(=[O:3])[CH3:2].Cl>O1CCOCC1.CCOC(C)=O>[C:1]([C:4]1[C:5](=[O:34])[N:6]([CH3:33])[C:7]2[C:12]([C:13]=1[NH2:14])=[CH:11][C:10]([C:18]1[CH:19]=[CH:20][C:21]([Cl:24])=[CH:22][CH:23]=1)=[C:9]([C:25]1[CH:30]=[CH:29][C:28]([Cl:31])=[CH:27][C:26]=1[Cl:32])[N:8]=2)(=[O:3])[CH3:2]. Reported procedure: To 16 mg of the product of Example 1 in 1,4-dioxane (1 mL) was added 0.5 mL of 1 M aqueous HCl solution. The reaction stirred at 50° C. for 5 hours. LC/MS indicated little product forming and an additional 0.2 mL of concentrated HCl solution was added. The temperature was increased to 90° C. for 4.5 hours at which point the reaction was cooled to room temperature and diluted with EtOAc. The solution was washed with saturated aqueous NaHCO3 solution before drying with Na2SO4 and concentrating. Th...